Dataset: the Open Reaction Database (ORD), a public repository of structured organic reaction records. Task: describe an organic reaction: reactants, conditions, products, and yield Reactants: NC1[C@@H]2N(C(=CCS2)C(=O)OCC2=CC=C(C=C2)[N+](=O)[O-])C1=O (4-nitrobenzyl 7-amino-3-cephem-4-carboxylate), C[Si](C)(C)CC(=O)N (trimethylsilylacetamide), C([O-])(O)=O.[Na+] (sodium bicarbonate), P(Cl)(Cl)(Cl)(Cl)Cl (phosphorus pentachloride), C(C)ON=C(C(=O)O)C1=NSC(=N1)N (2-ethoxyimino-2-(5-amino-1,2,4-thiadiazol-3-yl)acetic acid). Solvent: C(Cl)Cl (methylene chloride), C(Cl)Cl (methylene chloride). Conditions: temperature -10 celsius, time 30 minute. Product: C(C)ON=C(C(=O)NC1[C@@H]2N(C(=CCS2)C(=O)OCC2=CC=C(C=C2)[N+](=O)[O-])C1=O)C1=NSC(=N1)N (4-nitrobenzyl 7-[2-ethoxyimino-2-(5-amino-1,2,4-thiadiazol-3-yl)acetamido]-3-cephem-4-carboxylate). The yield is 103.2%. RXN SMILES: P(Cl)(Cl)(Cl)(Cl)Cl.[CH2:7]([O:9][N:10]=[C:11]([C:15]1[N:19]=[C:18]([NH2:20])[S:17][N:16]=1)[C:12]([OH:14])=O)[CH3:8].[NH2:21][CH:22]1[C:42](=[O:43])[N:24]2[C:25]([C:29]([O:31][CH2:32][C:33]3[CH:38]=[CH:37][C:36]([N+:39]([O-:41])=[O:40])=[CH:35][CH:34]=3)=[O:30])=[CH:26][CH2:27][S:28][C@H:23]12.C[Si](CC(N)=O)(C)C.C(=O)(O)[O-].[Na+]>C(Cl)Cl>[CH2:7]([O:9][N:10]=[C:11]([C:15]1[N:19]=[C:18]([NH2:20])[S:17][N:16]=1)[C:12]([NH:21][CH:22]1[C:42](=[O:43])[N:24]2[C:25]([C:29]([O:31][CH2:32][C:33]3[CH:34]=[CH:35][C:36]([N+:39]([O-:41])=[O:40])=[CH:37][CH:38]=3)=[O:30])=[CH:26][CH2:27][S:28][C@H:23]12)=[O:14])[CH3:8] |f:4.5|. Reported procedure: To a cold solution of phosphorus pentachloride (2.5 g) in methylene chloride (60 ml) was added 2-ethoxyimino-2-(5-amino-1,2,4-thiadiazol-3-yl)acetic acid (syn isomer)(2.16 g) at -15° C. and the mixture was stirred for 30 minutes at the same temperature. On the other hand, a mixture of 4-nitrobenzyl 7-amino-3-cephem-4-carboxylate (4.0 g) and trimethylsilylacetamide (12 g) in methylene chloride (60 ml) was warmed to make a clear solution and then cooled to -10° C. The solution was added to the abo... The reagents and catalysts are [Os](=O)(=O)(=O)=O (osmium tetroxide). Product: CC1(C=2CC(C(CC2C(CC1)C)O)(O)C)C (2,2,5,9-tetramethyl-bicyclo[4.4.0]dec-1(6)-ene-8,9-diol). Solvent: O (water), CCOCC (ether). Procedure details: 24 g of crude 2,2,5,8-tetramethyl-bicyclo[4.4.0]deca-1(6),8-diene (43%) in 120 ml of tert.butanol are treated with a solution of 10.5 g of trimethylamine N-oxide in 43 ml of water in a three-necked sulphonation flask equipped with a stirrer, a reflux condenser, a thermometer and an argon flow with a bubble counter. 50 ml of a 0.05% solution of osmium tetroxide in tert.butanol are added thereto. The resulting emulsion is held at reflux temperature for 96 hours with good stirring. The cooled solut... Starting materials: CC1(C=2CC=C(CC2C(CC1)C)C)C (2,2,5,8-tetramethyl-bicyclo[4.4.0]deca-1(6),8-diene), C[N+](C)(C)[O-] (trimethylamine N-oxide), C(C)(C)(C)O (tert.butanol), solution, C(C)(C)(C)O (tert.butanol). As a reaction SMILES: [CH3:1][C:2]1([CH3:14])[CH2:11][CH2:10][CH:9]([CH3:12])[C:8]2[CH2:7]C(C)=CC[C:3]1=2.C[N+]([O-:19])(C)C.[C:20]([OH:24])([CH3:23])([CH3:22])[CH3:21]>O.CCOCC.[Os](=O)(=O)(=O)=O>[CH3:1][C:2]1([CH3:14])[CH2:11][CH2:10][CH:9]([CH3:12])[C:8]2[CH2:7][CH:22]([OH:19])[C:20]([CH3:23])([OH:24])[CH2:21][C:3]1=2. The reactants are C[O-].[Na+] (sodium methoxide), Cl.Cl.NC1=C(C=CC=C1)N1CC2(CCN(CC2)C)C2=CC=CC=C12 (1-(2-aminophenyl)-1'-methylspiro[indoline-3,4'-piperidine]dihydrochloride), Cl (hydrochloric acid), ice water. The solvent is CN(C=O)C (dimethylformamide), CCOCC (ether). Reaction conditions: temperature 90 celsius. Product: Cl.C(=O)NC1=C(C=CC=C1)N1CC2(CCN(CC2)C)C2=CC=CC=C12 (1-(2-formamidophenyl)-1'-methylspiro[indoline-3,4'-piperidine]hydrochloride). Reaction SMILES: [ClH:1].Cl.[NH2:3][C:4]1[CH:9]=[CH:8][CH:7]=[CH:6][C:5]=1[N:10]1[C:24]2[C:19](=[CH:20][CH:21]=[CH:22][CH:23]=2)[C:12]2([CH2:17][CH2:16][N:15]([CH3:18])[CH2:14][CH2:13]2)[CH2:11]1.[CH3:25][O-:26].[Na+].Cl>CN(C)C=O.CCOCC>[ClH:1].[CH:25]([NH:3][C:4]1[CH:9]=[CH:8][CH:7]=[CH:6][C:5]=1[N:10]1[C:24]2[C:19](=[CH:20][CH:21]=[CH:22][CH:23]=2)[C:12]2([CH2:17][CH2:16][N:15]([CH3:18])[CH2:14][CH2:13]2)[CH2:11]1)=[O:26] |f:0.1.2,3.4,8.9|. Procedure: To a mixture of 15.0 g of 1-(2-aminophenyl)-1'-methylspiro[indoline-3,4'-piperidine]dihydrochloride, Example 16, in 75 ml of dimethylformamide at 90° C. under nitrogen is added 8.6 g of sodium methoxide. Following this addition the reaction temperature is increased to 110°-115° C. and maintained at this temperature for 40 minutes. The resulting dark brown mixture is permitted to cool to 90° C. and then poured onto 800 ml of ice-water. The mixture is filtered and the filter cake is washed with wa... RXN SMILES: [CH:1](=O)[C:2]1[CH:7]=[CH:6][CH:5]=[CH:4][CH:3]=1.[CH2:9]([O:11][C:12](=[O:19])[CH:13]=[C:14]([NH2:18])[O:15][CH2:16][CH3:17])[CH3:10]>C(O)(C)C>[CH2:9]([O:11][C:12]([C:13]1[CH:1]([C:2]2[CH:7]=[CH:6][CH:5]=[CH:4][CH:3]=2)[CH:13]([C:12]([O:11][CH2:9][CH3:10])=[O:19])[C:14]([O:15][CH2:16][CH3:17])=[N:18][C:14]=1[NH2:18])=[O:19])[CH3:10]. Solvent: C(C)(C)O (isopropanol), alcohol. The product is C(C)OC(=O)C1=C(N=C(C(C1C1=CC=CC=C1)C(=O)OCC)OCC)N (2-amino-4-phenyl-6-ethoxy-4,5-dihydropyridine-3,5-dicarboxylic acid diethyl ester). Procedure: Upon boiling a solution of 5.3 g of benzaldehyde and 15.9 g of 3-amino-3-ethoxyacrylic acid ethyl ester in 30 ml of alcohol for 12 hours, 2-amino-4-phenyl-6-ethoxy-4,5-dihydropyridine-3,5-dicarboxylic acid diethyl ester of melting point 119° C (isopropanol) is obtained. Yield: 64% of theory. The yield is 64.0%. Reactants: C(C1=CC=CC=C1)=O (benzaldehyde), C(C)OC(C=C(OCC)N)=O (3-amino-3-ethoxyacrylic acid ethyl ester).